describe an organic reaction: reactants, conditions, products, and yield From a dataset of the Open Reaction Database (ORD), a public repository of structured organic reaction records. Starting materials: CCOC(=O)CC(=O)c1ccc2ccccc2c1NCC(=O)OC(C)(C)C, CO, [Li+], [Na+], [OH-], O, O=S(=O)([O-])O. As a reaction SMILES: [CH2:1]([CH3:2])[O:3][C:4](=[O:5])[CH2:6][C:7](=[O:8])[c:9]1[c:10]([NH:19][CH2:20][C:21](=[O:22])[O:23][C:24]([CH3:25])([CH3:26])[CH3:27])[c:11]2[cH:12][cH:13][cH:14][cH:15][c:16]2[cH:17][cH:18]1.[CH3:36][OH:37].[Li+:29].[Na+:35].[OH-:28].[OH2:38].[S:30](=[O:31])(=[O:32])([OH:33])[O-:34]>>[O:3]=[C:4]([OH:5])[CH2:6][C:7](=[O:8])[c:9]1[c:10]([NH:19][CH2:20][C:21](=[O:22])[O:23][C:24]([CH3:25])([CH3:26])[CH3:27])[c:11]2[cH:12][cH:13][cH:14][cH:15][c:16]2[cH:17][cH:18]1. The product is CC(C)(C)OC(=O)CNc1c(C(=O)CC(=O)O)ccc2ccccc12. The reactants are C(=O)([O-])C(O)C(O)C(=O)[O-].[Na+].[K+] (potassium sodium tartrate), [H-].C(C(C)C)[Al+]CC(C)C.C1(=CC=CC=C1)C (diisobutylaluminum hydride toluene), CC1CC(C(O1)=O)OC1=CC=CC=C1 (5-methyl-3-phenoxyoxolane-2-one), CO (methanol). Solvent: C1(=CC=CC=C1)C (toluene). Reaction conditions: time 15 minute. Product: CC1CC(C(O1)O)OC1=CC=CC=C1 (5-methyl-3-phenoxyoxolan-2-ol). The yield is 101.6%. RXN SMILES: [H-].C([Al+]CC(C)C)C(C)C.C1(C)C=CC=CC=1.[CH3:18][CH:19]1[O:23][C:22](=[O:24])[CH:21]([O:25][C:26]2[CH:31]=[CH:30][CH:29]=[CH:28][CH:27]=2)[CH2:20]1.CO.C(C(C(C([O-])=O)O)O)([O-])=O.[Na+].[K+]>C1(C)C=CC=CC=1>[CH3:18][CH:19]1[O:23][CH:22]([OH:24])[CH:21]([O:25][C:26]2[CH:31]=[CH:30][CH:29]=[CH:28][CH:27]=2)[CH2:20]1 |f:0.1.2,5.6.7|. Procedure: 13.5 mL of a 1.5 mol/L diisobutylaluminum hydride/toluene solution was added dropwise to a solution of 3.8 g of 5-methyl-3-phenoxyoxolane-2-one in 40 mL of toluene at −78° C., and the obtained mixture was then stirred for 15 minutes. Thereafter, 1 mL of methanol was added to the reaction mixture, and thereafter, 50 mL of a 20% potassium sodium tartrate aqueous solution was added to the mixture at room temperature. The thus obtained mixture was stirred for 1 hour, and the water layer was then rem... Reactants: CC1=C(OC2=C(C=C(N)C=C2)C)C(=CC=C1)C (4-(2,6-dimethyl-phenoxy)-3-methyl-aniline), N(=C=S)C(=O)OCC (ethyl isothiocyanatoformate), N1N=CC(=C1)C(=O)OCC (Ethyl pyrazole-4-carboxylate), CC(N=C=NC(C)C)C (DIC). Run in C(Cl)Cl (DCM). Reaction conditions: time 16 hour. The product is C(C)OC(=O)C=1C=NN(C1)C(=NC(=O)OCC)NC1=CC(=C(C=C1)OC1=C(C=CC=C1C)C)C (1-{[4-(2,6-dimethyl-phenoxy)-3-methyl-phenylamino]-ethoxycarbonylimino-methyl}-1H-pyrazole-4-carboxylic acid ethyl ester). Isolated yield 59.7%. Reaction SMILES: [CH3:1][C:2]1[CH:16]=[CH:15][CH:14]=[C:13]([CH3:17])[C:3]=1[O:4][C:5]1[CH:11]=[CH:10][C:8]([NH2:9])=[CH:7][C:6]=1[CH3:12].[N:18]([C:21]([O:23][CH2:24][CH3:25])=[O:22])=[C:19]=S.[NH:26]1[CH:30]=[C:29]([C:31]([O:33][CH2:34][CH3:35])=[O:32])[CH:28]=[N:27]1.CC(C)N=C=NC(C)C>C(Cl)Cl>[CH2:34]([O:33][C:31]([C:29]1[CH:30]=[N:26][N:27]([C:19]([NH:9][C:8]2[CH:10]=[CH:11][C:5]([O:4][C:3]3[C:2]([CH3:1])=[CH:16][CH:15]=[CH:14][C:13]=3[CH3:17])=[C:6]([CH3:12])[CH:7]=2)=[N:18][C:21]([O:23][CH2:24][CH3:25])=[O:22])[CH:28]=1)=[O:32])[CH3:35]. Procedure: A solution of 4-(2,6-dimethyl-phenoxy)-3-methyl-aniline (0.80 g, 3.5 mmol), ethyl isothiocyanatoformate (0.40 mL, 3.5 mmol) and DCM (30 mL) was stirred at room temperature for 1 h. Ethyl pyrazole-4-carboxylate (0.54 g, 3.9 mmol) and DIC (0.54 mL, 3.5 mmol) were added, and the solution was stirred at room temperature for 16 h. The mixture was concentrated and purified by FCC (EtOAc/hexanes 0:100 to 50:50) to provide the titled compound (0.97 g, 60%). MS (ESI): mass calcd. for C25H28N4O5, 464.5; m... Starting materials: C(C1=CC=CC=C1)N1C=C(C2=CC(=CC=C12)C1=CC=C(C=C1)OC(F)(F)F)C(C(=O)OCC)=O (ethyl 2-{1-benzyl-5-[4-(trifluoromethoxy)phenyl]-1H-indol-3-yl}-2-oxoacetate), [OH-].[K+] (potassium hydroxide). Run in C1CCOC1 (THF), O (water). Yields the product C(C1=CC=CC=C1)N1C=C(C2=CC(=CC=C12)C1=CC=C(C=C1)OC(F)(F)F)C(C(=O)O)=O ({1-Benzyl-5-[4-(trifluoromethoxy)phenyl]-1H-indol-3-yl}(oxo)acetic acid), solid. The yield is 78.0%. RXN SMILES: [CH2:1]([N:8]1[C:16]2[C:11](=[CH:12][C:13]([C:17]3[CH:22]=[CH:21][C:20]([O:23][C:24]([F:27])([F:26])[F:25])=[CH:19][CH:18]=3)=[CH:14][CH:15]=2)[C:10]([C:28](=[O:34])[C:29]([O:31]CC)=[O:30])=[CH:9]1)[C:2]1[CH:7]=[CH:6][CH:5]=[CH:4][CH:3]=1.[OH-].[K+]>C1COCC1.O>[CH2:1]([N:8]1[C:16]2[C:11](=[CH:12][C:13]([C:17]3[CH:22]=[CH:21][C:20]([O:23][C:24]([F:27])([F:25])[F:26])=[CH:19][CH:18]=3)=[CH:14][CH:15]=2)[C:10]([C:28](=[O:34])[C:29]([OH:31])=[O:30])=[CH:9]1)[C:2]1[CH:3]=[CH:4][CH:5]=[CH:6][CH:7]=1 |f:1.2|. Procedure details: {1-Benzyl-5-[4-(trifluoromethoxy)phenyl]-1H-indol-3-yl}(oxo)acetic acid was prepared from ethyl 2-{1-benzyl-5-[4-(trifluoromethoxy)phenyl]-1H-indol-3-yl}-2-oxoacetate (0.463 g, 0.991 mmol), potassium hydroxide (0.224 g, 3.99 mmol) in THF (5 mL) and water (5 mL) according to the procedure described in Step 4 of Example 5. The title compound was obtained as a light yellow solid (0.314 g, 78%), mp 169-171° C. Mass spectrum (+APCI, [M+H]+) m/z 440; 1HNMR (400 MHz, DMSO-d6): δ 13.8-14.2 (br s, 1H), 8...